This data is from the Open Reaction Database (ORD), a public repository of structured organic reaction records. The task is: describe an organic reaction: reactants, conditions, products, and yield Starting materials: CCN1CCNCC1, CCOC(=O)c1ccc(CCBr)cc1, C1CCOC1, O. Yields the product CCOC(=O)c1ccc(CN2CCN(CC)CC2)cc1. As a reaction SMILES: [CH2:15]([CH3:16])[N:17]1[CH2:18][CH2:19][NH:20][CH2:21][CH2:22]1.[CH2:1]([CH3:2])[O:3][C:4]([c:5]1[cH:6][cH:7][c:8]([CH2:11][CH2:12][Br:13])[cH:9][cH:10]1)=[O:14].[CH2:23]1[O:24][CH2:25][CH2:26][CH2:27]1.[OH2:28]>>[CH2:1]([CH3:2])[O:3][C:4]([c:5]1[cH:6][cH:7][c:8]([CH2:11][N:20]2[CH2:19][CH2:18][N:17]([CH2:15][CH3:16])[CH2:22][CH2:21]2)[cH:9][cH:10]1)=[O:14]. The reactants are O (water), CC1(COC2(OC1)CCC(CC2)=O)C (3,3-dimethyl-1,5-dioxaspiro[5.5]undecan-9-one), C(CC)N (n-propylamine), O.C1(=CC=C(C=C1)S(=O)(=O)O)C (p-toluenesulfonic acid monohydrate), 3A. Run in C1(=CC=CC=C1)C (toluene). Product: C(CC)N1CCC[C@@H]2CC(CC[C@@H]12)=O ((8aR-trans)-octahydro-1-propyl-6(2H)-quinolinone). RXN SMILES: O.CC1(C)CO[C:6]2([CH2:13][CH2:12][C:11](=[O:14])[CH2:10][CH2:9]2)OC1.[CH2:16]([NH2:19])[CH2:17][CH3:18].O.[C:21]1(C)[CH:26]=CC(S(O)(=O)=O)=C[CH:22]=1>C1(C)C=CC=CC=1>[CH2:16]([N:19]1[C@H:6]2[C@@H:9]([CH2:10][C:11](=[O:14])[CH2:12][CH2:13]2)[CH2:26][CH2:21][CH2:22]1)[CH2:17][CH3:18] |f:3.4|. Procedure: A 250 ml single neck round bottom flask fitted with a water separator containing 20 g of 3A sieves (Linde) was charged with 100 ml of toluene, 10.25 g (0.052 mol) of 3,3-dimethyl-1,5-dioxaspiro[5.5]undecan-9-one (Aldrich Chemical Company), 17.97 g (3.04 mmol) of n-propylamine (Baker) and 18 mg (0.09 mmol) of p-toluenesulfonic acid monohydrate (Aldrich). The reaction mixture was refluxed for 24 hours and cooled, and the toluene was evaporated under reduced pressure to produce the title compound. The reactants are O=C([O-])[O-], CN(C)C=O, NC1CCCc2ccccc21, [K+], [K+], N#Cc1cnc(Cl)nc1N. The product is N#Cc1cnc(NC2CCCc3ccccc32)nc1N. RXN SMILES: [C:22](=[O:23])([O-:24])[O-:25].[CH3:28][N:29]([CH3:30])[CH:31]=[O:32].[CH:11]1([NH2:21])[CH2:12][CH2:13][CH2:14][c:15]2[cH:16][cH:17][cH:18][cH:19][c:20]21.[K+:26].[K+:27].[NH2:1][c:2]1[n:3][c:4]([Cl:10])[n:5][cH:6][c:7]1[C:8]#[N:9]>>[NH2:1][c:2]1[n:3][c:4]([NH:21][CH:11]2[CH2:12][CH2:13][CH2:14][c:15]3[cH:16][cH:17][cH:18][cH:19][c:20]32)[n:5][cH:6][c:7]1[C:8]#[N:9]. Starting materials: ClC=1C=C(C=NC1)O (5-chloro-pyridin-3-ol), CC(C)(C)[O-].[K+] (potassium tert-butylate), ClC1=NC=CC=C1 (2-chloro-pyridine). The solvent is CN(C)C=O (DMF). Conditions: temperature 130 celsius, time 3 hour. Product: ClC=1C=NC=C(C1)OC1=NC=CC=C1 (3-Chloro-5-(pyridin-2-yloxy)-pyridine). As a reaction SMILES: [Cl:1][C:2]1[CH:3]=[C:4]([OH:8])[CH:5]=[N:6][CH:7]=1.CC([O-])(C)C.[K+].Cl[C:16]1[CH:21]=[CH:20][CH:19]=[CH:18][N:17]=1>CN(C=O)C>[Cl:1][C:2]1[CH:7]=[N:6][CH:5]=[C:4]([O:8][C:16]2[CH:21]=[CH:20][CH:19]=[CH:18][N:17]=2)[CH:3]=1 |f:1.2|. Procedure details: A mixture of 5-chloro-pyridin-3-ol (1000 mg, 7.72 mmol), potassium tert-butylate (866 mg, 7.72 mmol) and 2-chloro-pyridine (730 g, 7.72 mmol) in DMF (6 mL) was stirred at 130° C. for 3 h. The solvent was removed in vacuo and the residue was partitioned between DCM (50 mL) and 2 N NaOH solution (50 mL). After extraction of the aqueous layer with DCM (6×50 mL) the combined organic layers were dried over MgSO4, filtered, and concentrated in vacuo. The residue was purified by flash chromatography on... Reactants: CC(C)=O, O=C(Cl)OCc1ccccc1, Nc1cc(Oc2ccc(N)c(F)c2)ncn1, [Na+], O=C([O-])O. The product is Nc1cc(Oc2ccc(NC(=O)OCc3ccccc3)c(F)c2)ncn1. RXN SMILES: [CH3:33][C:34](=[O:35])[CH3:36].[Cl:22][C:23](=[O:24])[O:25][CH2:26][c:27]1[cH:28][cH:29][cH:30][cH:31][cH:32]1.[NH2:1][c:2]1[n:3][cH:4][n:5][c:6]([O:8][c:9]2[cH:10][c:11]([F:16])[c:12]([NH2:15])[cH:13][cH:14]2)[cH:7]1.[Na+:17].[OH:18][C:19](=[O:20])[O-:21]>>[NH2:1][c:2]1[n:3][cH:4][n:5][c:6]([O:8][c:9]2[cH:10][c:11]([F:16])[c:12]([NH:15][C:23](=[O:24])[O:25][CH2:26][c:27]3[cH:28][cH:29][cH:30][cH:31][cH:32]3)[cH:13][cH:14]2)[cH:7]1. Starting materials: CNCCO (2-(methylamino)ethanol), C=C1CC(=O)O1 (diketene). Run in O1CCCC1 (tetrahydrofuran), O1CCCC1 (tetrahydrofuran). Reaction conditions: temperature 0 celsius, time 1 hour. Yields the product OCCN(C(CC(C)=O)=O)C (N-(2-Hydroxyethyl)-N-methyl-3-oxobutanamide). Yield: 72.2%. As a reaction SMILES: [CH3:1][NH:2][CH2:3][CH2:4][OH:5].[CH2:6]=[C:7]1[O:11][C:9](=[O:10])[CH2:8]1>O1CCCC1>[OH:5][CH2:4][CH2:3][N:2]([CH3:1])[C:9](=[O:10])[CH2:8][C:7](=[O:11])[CH3:6]. Reported procedure: A solution of 30 ml (0.38 mol) 2-(methylamino)ethanol in 300 ml tetrahydrofuran was added dropwise to a solution of 30 g of diketene (0.36 mol) in 300 ml tetrahydrofuran at −5 to 0° C. After 1 h stirring at 0° C. no more starting material was detected by thin layer chromatography. The reaction mixture was evaporated and the residue purified by column chromatography. This gave 41.46 g (0.26 mol, 73% yield) of a white solid. Reactants: CC1=C(C(NC(=C1)C)=O)CNC(=O)C=1C2=C(N=C(C1)C=1CCN(CC1)C(CCCN(C)C)=O)N(N=C2)C(C)C (N-((4,6-dimethyl-2-oxo-1,2-dihydropyridin-3-yl)methyl)-6-(1-(4-(dimethylamino)butanoyl)-1,2,3,6-tetrahydropyridin-4-yl)-1-isopropyl-1H-pyrazolo[3,4-b]pyridine-4-carboxamide). Run in CCO (EtOH), [Pd] (Pd/C). Conditions: time 9.5 hour. Product: CC1=C(C(NC(=C1)C)=O)CNC(=O)C=1C2=C(N=C(C1)C1CCN(CC1)C(CCCN(C)C)=O)N(N=C2)C(C)C (N-((4,6-dimethyl-2-oxo-1,2-dihydropyridin-3-yl)methyl)-6-(1-(4-(dimethylamino)butanoyl)piperidin-4-yl)-1-isopropyl-1H-pyrazolo[3,4-b]pyridine-4-carboxamide). As a reaction SMILES: [CH3:1][C:2]1[CH:7]=[C:6]([CH3:8])[NH:5][C:4](=[O:9])[C:3]=1[CH2:10][NH:11][C:12]([C:14]1[C:15]2[CH:36]=[N:35][N:34]([CH:37]([CH3:39])[CH3:38])[C:16]=2[N:17]=[C:18]([C:20]2[CH2:21][CH2:22][N:23]([C:26](=[O:33])[CH2:27][CH2:28][CH2:29][N:30]([CH3:32])[CH3:31])[CH2:24][CH:25]=2)[CH:19]=1)=[O:13]>CCO.[Pd]>[CH3:1][C:2]1[CH:7]=[C:6]([CH3:8])[NH:5][C:4](=[O:9])[C:3]=1[CH2:10][NH:11][C:12]([C:14]1[C:15]2[CH:36]=[N:35][N:34]([CH:37]([CH3:39])[CH3:38])[C:16]=2[N:17]=[C:18]([CH:20]2[CH2:25][CH2:24][N:23]([C:26](=[O:33])[CH2:27][CH2:28][CH2:29][N:30]([CH3:31])[CH3:32])[CH2:22][CH2:21]2)[CH:19]=1)=[O:13]. Procedure: To a stirred solution of N-((4,6-dimethyl-2-oxo-1,2-dihydropyridin-3-yl)methyl)-6-(1-(4-(dimethylamino)butanoyl)-1,2,3,6-tetrahydropyridin-4-yl)-1-isopropyl-1H-pyrazolo[3,4-b]pyridine-4-carboxamide (1 equiv.) in EtOH, 10% Pd/C in catalytic amount was added and stirred it at room temperature under hydrogen pressure (bladder pressure) for 3-16 h hr. On completion of reaction, reaction mass was filtered through celite bed, then filtrate was concentrated under reduced pressure to give the desired pr... Reactants: CS(=O)(=O)Cl, CCOC(C)=O, O=Cc1ccccc1O, ClCCl, c1ccncc1. Product: CS(=O)(=O)Oc1ccccc1C=O. Reaction SMILES: [CH3:16][S:17]([Cl:18])(=[O:19])=[O:20].[CH3:24][CH2:25][O:26][C:27](=[O:28])[CH3:29].[CH:1](=[O:2])[c:3]1[cH:4][cH:5][cH:6][cH:7][c:8]1[OH:9].[Cl:21][CH2:22][Cl:23].[cH:10]1[cH:11][cH:12][n:13][cH:14][cH:15]1>>[CH:1](=[O:2])[c:3]1[cH:4][cH:5][cH:6][cH:7][c:8]1[O:9][S:17]([CH3:16])(=[O:19])=[O:20]. The reactants are OC1=CC=C(C=2C(C3=CC=CC=C3C(C12)=O)=O)O (1,4-dihydroxyanthraquinone), N (ammonia). Yields the product NC1=CC=C(C=2C(C3=CC=CC=C3C(C12)=O)=O)O (1-amino-4-hydroxyanthraquinone). RXN SMILES: [OH:1][C:2]1[C:15]2[C:14](=[O:16])[C:13]3[C:8](=[CH:9][CH:10]=[CH:11][CH:12]=3)[C:7](=[O:17])[C:6]=2[C:5](O)=[CH:4][CH:3]=1.[NH3:19]>>[NH2:19][C:5]1[C:6]2[C:7](=[O:17])[C:8]3[C:13](=[CH:12][CH:11]=[CH:10][CH:9]=3)[C:14](=[O:16])[C:15]=2[C:2]([OH:1])=[CH:3][CH:4]=1. Reported procedure: CH-A-640 873 describes the reaction of 1,4-dihydroxyanthraquinone with ammonia in aqueous phase to form 1-amino-4-hydroxyanthraquinone.